This data is from the Open Reaction Database (ORD), a public repository of structured organic reaction records. The task is: describe an organic reaction: reactants, conditions, products, and yield Starting materials: ClC1=NC2=CC=CC=C2C(=N1)O (2-chloro-4-hydroxyquinazoline), NC1=C(C=C(C2=C1CC(O2)(C)C)C(=O)NC2CCN(CC2)CCCN)Cl (4-amino-N-[1-(3-aminopropyl)-4-piperidinyl]-5-chloro-2,3-dihydro-2,2-dimethyl-7-benzofurancarboxamide), [O-2].[Ca+2] (calcium oxide). Run in ClCCl (dichloromethane), CO (methanol). Conditions: temperature 140 celsius, time 1 hour. Yields the product NC1=C(C=C(C2=C1CC(O2)(C)C)C(=O)NC2CCN(CC2)CCCNC2=NC1=CC=CC=C1C(=N2)O)Cl (4-amino-5-chloro-2,3-dihydro-N-[1-[3-[(4-hydroxy-2-quinazolinyl)amino]propyl]-4-piperidinyl]-2,2-dimethyl-7-benzofurancarboxamide). Isolated yield 50.8%. RXN SMILES: Cl[C:2]1[N:11]=[C:10]([OH:12])[C:9]2[C:4](=[CH:5][CH:6]=[CH:7][CH:8]=2)[N:3]=1.[NH2:13][C:14]1[C:19]2[CH2:20][C:21]([CH3:24])([CH3:23])[O:22][C:18]=2[C:17]([C:25]([NH:27][CH:28]2[CH2:33][CH2:32][N:31]([CH2:34][CH2:35][CH2:36][NH2:37])[CH2:30][CH2:29]2)=[O:26])=[CH:16][C:15]=1[Cl:38].[O-2].[Ca+2]>ClCCl.CO>[NH2:13][C:14]1[C:19]2[CH2:20][C:21]([CH3:23])([CH3:24])[O:22][C:18]=2[C:17]([C:25]([NH:27][CH:28]2[CH2:29][CH2:30][N:31]([CH2:34][CH2:35][CH2:36][NH:37][C:2]3[N:11]=[C:10]([OH:12])[C:9]4[C:4](=[CH:5][CH:6]=[CH:7][CH:8]=4)[N:3]=3)[CH2:32][CH2:33]2)=[O:26])=[CH:16][C:15]=1[Cl:38] |f:2.3|. Reported procedure: A mixture of 4.15 g of 2-chloro-4-hydroxyquinazoline, 4.57 g of 4-amino-N-[1-(3-aminopropyl)-4-piperidinyl]-5-chloro-2,3-dihydro-2,2-dimethyl-7-benzofurancarboxamide (described in EP-0, 445, 862) and 0.80 g of calcium oxide was stirred for 1 hour at 140° C. The reaction mixture was dissolved in a mixture of dichloromethane and methanol. The whole was washed with water, dried, filtered and evaporated. The residue was purified twice by column chromatography (silica gel; CH2Cl2 /CH3OH(NH3) 90:10; C... The reactants are C1(CCCCC1)N1C(CC(C1)CO)=O (1-cyclohexyl-4-hydroxymethyl-pyrrolidin-2-one), C(C)(=O)O (acetic acid), II (iodine). The reagents and catalysts are [Zn] (zinc). Run in CN(C(C)=O)C (N,N-dimethyl-acetamide), CN(C(C)=O)C (N,N-dimethyl-acetamide). Run at temperature 75 celsius. Product: C1(CCCCC1)N1C(CC(C1)C)=O (1-Cyclohexyl-4-methyl-pyrrolidin-2-one). The yield is 43.4%. RXN SMILES: [CH:1]1([N:7]2[CH2:11][CH:10]([CH2:12]O)[CH2:9][C:8]2=[O:14])[CH2:6][CH2:5][CH2:4][CH2:3][CH2:2]1.II.C(O)(=O)C>CN(C)C(=O)C.[Zn]>[CH:1]1([N:7]2[CH2:11][CH:10]([CH3:12])[CH2:9][C:8]2=[O:14])[CH2:6][CH2:5][CH2:4][CH2:3][CH2:2]1. Reported procedure: Place 1-cyclohexyl-4-hydroxymethyl-pyrrolidin-2-one (Preparation 2) (2.5 g, 12.7 mmol) and triphenylphosphene (3.7 g, 13.9 mmol) in a flask and add dry N,N-dimethyl-acetamide (20 mL). Add a solution of iodine (3.2 g, 12.7 mol) in N,N-dimethyl-acetamide (3 mL). Stir reaction for 24 hours. Quench the reaction with saturated sodium bisulfite (20 mL) and extract with methylene chloride. Dry over sodium sulfate, filter, and concentrate. Dissolve crude material in acetonitrile (100 mL) and add glacial... Reactants: OC1=C(C=C(C=C1)CCCCCCCCCCCCCC)C(C)=O (1-(2-hydroxy-5-tetradecylphenyl)ethanone), Cl (hydrochloric acid), O (water). The reagents and catalysts are [Pd] (palladium on carbon). The solvent is C(C)(=O)O (acetic acid). Reaction conditions: temperature 50 celsius, time 24 hour. The product is C(C)C1=C(C=CC(=C1)CCCCCCCCCCCCCC)O (2-Ethyl-4-tetradecylphenol). Isolated yield 72.6%. As a reaction SMILES: [OH:1][C:2]1[CH:7]=[CH:6][C:5]([CH2:8][CH2:9][CH2:10][CH2:11][CH2:12][CH2:13][CH2:14][CH2:15][CH2:16][CH2:17][CH2:18][CH2:19][CH2:20][CH3:21])=[CH:4][C:3]=1[C:22](=O)[CH3:23].Cl.O>[Pd].C(O)(=O)C>[CH2:22]([C:3]1[CH:4]=[C:5]([CH2:8][CH2:9][CH2:10][CH2:11][CH2:12][CH2:13][CH2:14][CH2:15][CH2:16][CH2:17][CH2:18][CH2:19][CH2:20][CH3:21])[CH:6]=[CH:7][C:2]=1[OH:1])[CH3:23]. Procedure: A mixture of 23 g of 1-(2-hydroxy-5-tetradecylphenyl)ethanone, 5 g of 5% palladium on carbon catalyst, 10 ml of concentrated hydrochloric acid, 100 ml of water and 100 ml of glacial acetic acid was warmed to 50° C. and then hydrogenated in a Parr apparatus for 24 hours. This mixture was filtered, the solvent removed and the residue dissolved in ether. The ether solution was washed with water, then a small amount of dilute aqueous sodium bicarbonate and dried. The residue was purified by HPLC, gi... Starting materials: CC(CO)(CO)CCC (2-methyl-2-propyl-1,3-propanediol), [H-].[Na+] (sodium hydride), S(N)(=O)(=O)Cl (sulfamoyl chloride). Run in C(OC)COC (dimethoxyethane), C(OC)COC (dimethoxyethane), C(OC)COC (dimethoxyethane). Conditions: temperature 4 celsius, time 8 hour. Yields the product CC(COS(N)(=O)=O)(COS(N)(=O)=O)CCC (2-methyl-2-propyl-1,3-bis-O-sulfamyl-1,3-propanediol). Reaction SMILES: [CH3:1][C:2]([CH2:7][CH2:8][CH3:9])([CH2:5][OH:6])[CH2:3][OH:4].[H-].[Na+].[S:12](Cl)(=[O:15])(=[O:14])[NH2:13]>C(COC)OC>[CH3:1][C:2]([CH2:7][CH2:8][CH3:9])([CH2:5][O:6][S:12](=[O:15])(=[O:14])[NH2:13])[CH2:3][O:4][S:12](=[O:15])(=[O:14])[NH2:13] |f:1.2|. Reported procedure: To a solution of 10 g. (0.076 mol.) of 2-methyl-2-propyl-1,3-propanediol in 200 ml. of dimethoxyethane is added 12.7 g. (0.3 mol.) of 57% sodium hydride followed by an additional 400 ml. of dimethoxyethane. After stirring overnight the suspension is cooled to 4° C and a solution of 31.2 g. (0.27 mol.) of sulfamoyl chloride in 600 ml. of dimethoxyethane is added dropwise. The resulting suspension is stirred overnight at room temperature. The mixture is then filtered, the filtrate is concentrated ... The reactants are [H-].[Na+] (sodium hydride), C(C1=CC=CC=C1)C=1C=CC=C2C=CC=C(C12)O (8-benzyl-1-naphthol), CI (Methyl iodide). The solvent is CN(C=O)C (N,N-dimethylformamide). Conditions: time 30 minute. The product is C(C1=CC=CC=C1)C=1C=CC=C2C=CC=C(C12)OC (8-Benzyl-1-methoxynaphthalene). RXN SMILES: [CH2:1]([C:8]1[CH:9]=[CH:10][CH:11]=[C:12]2[C:17]=1[C:16]([OH:18])=[CH:15][CH:14]=[CH:13]2)[C:2]1[CH:7]=[CH:6][CH:5]=[CH:4][CH:3]=1.[H-].[Na+].[CH3:21]I>CN(C)C=O>[CH2:1]([C:8]1[CH:9]=[CH:10][CH:11]=[C:12]2[C:17]=1[C:16]([O:18][CH3:21])=[CH:15][CH:14]=[CH:13]2)[C:2]1[CH:7]=[CH:6][CH:5]=[CH:4][CH:3]=1 |f:1.2|. Reported procedure: 100 g of 8-benzyl-1-naphthol was dissolved in 300 ml of N,N-dimethylformamide to give a solution. 24.2 g of sodium hydride (55% suspension in oil) was added to the solution under cooling with ice. The obtained mixture was stirred at room temperature for 30 minutes. Methyl iodide was added to the resulting mixture under cooling with ice. The obtained mixture was stirred for 30 minutes under cooling with ice and poured onto ice-water. The obtained mixture was extracted with ethyl acetate. The orga... The reactants are CC(C)(C)[O-], CCCCCCCCCCCC, NC1CCCCC1N, [Cu]I, Cc1cc(C)cc(I)c1, c1ccc(Nc2ccccc2)cc1, [Na+], C1COCCO1. The product is Cc1cc(C)cc(N(c2ccccc2)c2ccccc2)c1. As a reaction SMILES: [CH3:14][C:15]([CH3:16])([O-:17])[CH3:18].[CH3:28][CH2:29][CH2:30][CH2:31][CH2:32][CH2:33][CH2:34][CH2:35][CH2:36][CH2:37][CH2:38][CH3:39].[CH:20]1([NH2:21])[CH2:22][CH2:23][CH2:24][CH2:25][CH:26]1[NH2:27].[Cu:49][I:50].[I:40][c:41]1[cH:42][c:43]([CH3:48])[cH:44][c:45]([CH3:47])[cH:46]1.[NH:1]([c:2]1[cH:3][cH:4][cH:5][cH:6][cH:7]1)[c:8]1[cH:9][cH:10][cH:11][cH:12][cH:13]1.[Na+:19].[O:51]1[CH2:52][CH2:53][O:54][CH2:55][CH2:56]1>>[N:1]([c:2]1[cH:3][cH:4][cH:5][cH:6][cH:7]1)([c:8]1[cH:9][cH:10][cH:11][cH:12][cH:13]1)[c:41]1[cH:42][c:43]([CH3:48])[cH:44][c:45]([CH3:47])[cH:46]1. Reactants: NC1=CC=CC=C1 (aniline), [N+](=O)([O-])C=1C=C(C(=O)O)C=CC1 (3-nitrobenzoic acid). The product is [N+](=O)([O-])C=1C=C(C(=O)NC2=CC=CC=C2)C=CC1 (3-Nitro-N-(phenyl)benzamide). The yield is 78.2%. RXN SMILES: [NH2:1][C:2]1[CH:7]=[CH:6][CH:5]=[CH:4][CH:3]=1.[N+:8]([C:11]1[CH:12]=[C:13]([CH:17]=[CH:18][CH:19]=1)[C:14]([OH:16])=O)([O-:10])=[O:9]>>[N+:8]([C:11]1[CH:12]=[C:13]([CH:17]=[CH:18][CH:19]=1)[C:14]([NH:1][C:2]1[CH:7]=[CH:6][CH:5]=[CH:4][CH:3]=1)=[O:16])([O-:10])=[O:9]. Procedure: Using aniline (1.50 ml, 16.5 mmol) and 3-nitrobenzoic acid (2.64 g, 15.0 mmol), the procedure of Reference Example 16 was repeated to obtain 2.84 g (78.2%) of the title compound in the form of light yellow needle crystals.